Dataset: the Open Reaction Database (ORD), a public repository of structured organic reaction records. Task: describe an organic reaction: reactants, conditions, products, and yield Reactants: O=C([O-])[O-], CCC(C)=O, C=CCBr, [K+], [K+], COC(=O)c1cccc(O)c1C(=O)OC. Yields the product C=CCOc1cccc(C(=O)OC)c1C(=O)OC. Reaction SMILES: [C:1](=[O:2])([O-:3])[O-:4].[CH2:26]([C:27]([CH3:28])=[O:29])[CH3:30].[CH2:7]([CH:8]=[CH2:9])[Br:10].[K+:5].[K+:6].[OH:11][c:12]1[c:13]([C:22](=[O:23])[O:24][CH3:25])[c:14]([C:15](=[O:16])[O:17][CH3:18])[cH:19][cH:20][cH:21]1>>[CH2:7]([CH:8]=[CH2:9])[O:11][c:12]1[c:13]([C:22](=[O:23])[O:24][CH3:25])[c:14]([C:15](=[O:16])[O:17][CH3:18])[cH:19][cH:20][cH:21]1. Starting materials: FC1=CC=C(OCC(C#C)=O)C=C1 (4-(4-Fluorophenoxy)-1-butyn-3-one), C(C)=O (acetaldehyde), C(O)CN (Ethanolamine). Conditions: time 2 day. Product: FC1=CC=C(OC[C@H](C#C)O)C=C1 ((3S)-4-(4-fluorophenoxy)-3-hydroxy-1-butyne). Yield: 96.7%. Reaction SMILES: [F:1][C:2]1[CH:13]=[CH:12][C:5]([O:6][CH2:7][C:8](=[O:11])[C:9]#[CH:10])=[CH:4][CH:3]=1.C(=O)C.C(CN)O>>[F:1][C:2]1[CH:13]=[CH:12][C:5]([O:6][CH2:7][C@@H:8]([OH:11])[C:9]#[CH:10])=[CH:4][CH:3]=1. Procedure details: A solution of R-Alpine-Borane® (0.5 M in THF, 930 mL, 465 mmol) was evaporated to dryness under vacuum to get about 150 g of a thick syrup. 4-(4-Fluorophenoxy)-1-butyn-3-one (27.6 g, 155 mmol) was added and when an exothermic reaction was observed, the reaction mixture was cooled with an ice/water bath, then allowed to warm to ambient temperature. After two days, the reaction mixture was cooled to 0° C. and acetaldehyde (26 mL, 465 mmol) was added to quench the excess reagent. After stirring at ... The reactants are C(CCC)[Li] (butyl lithium), ClC1=CC=C(C(=O)C2=CC=CC=C2)C=C1 (4-chlorobenzophenone), O (water), CN1C=NC=C1 (1-methylimidazole). Solvent: C(C)OCC (diethyl ether), C(C)OCC (diethyl ether), CCCCCC (n-hexane), C(C)OCC (diethyl ether). Conditions: time 1 hour. Product: ClC1=CC=C(C=C1)C(O)(C=1N(C=CN1)C)C1=CC=CC=C1 (α-(p-Chlorophenyl)-1-methyl-α-phenylimidazole-2-methanol). RXN SMILES: C([Li])CCC.[CH3:6][N:7]1[CH:11]=[CH:10][N:9]=[CH:8]1.[Cl:12][C:13]1[CH:26]=[CH:25][C:16]([C:17]([C:19]2[CH:24]=[CH:23][CH:22]=[CH:21][CH:20]=2)=[O:18])=[CH:15][CH:14]=1.O>CCCCCC.C(OCC)C>[Cl:12][C:13]1[CH:14]=[CH:15][C:16]([C:17]([C:19]2[CH:20]=[CH:21][CH:22]=[CH:23][CH:24]=2)([C:8]2[N:7]([CH3:6])[CH:11]=[CH:10][N:9]=2)[OH:18])=[CH:25][CH:26]=1. Procedure: A solution of 25.5 g (0.08 mol) of 20% butyl lithium in n-hexane in 50 ml. of anhydrous diethyl ether was added at room temperature to a solution of 5 g (0.06 mol) of 1-methylimidazole in 50 ml. of anhydrous diethyl ether. The reaction mixture was stirred for one hour and then a solution of 15.6 g (0.07 mol) of 4-chlorobenzophenone in diethyl ether was added dropwise. The reaction mixture was stirred for 3 hours and it was then poured into a mixture of ice and water. The solid matter was filtere... The reactants are [H][H] (hydrogen), Br.NC1C(C2=CC=C(C(=C2CC1)O)O)=O (3,4-dihydro-2-amino-5,6-dihydroxy-1(2H)-naphthalenone hydrobromide), [H][H] (hydrogen). The solvent is O (water). The reagents and catalysts are [Pt](=O)=O (platinum dioxide). Reaction SMILES: [H][H].[BrH:3].[NH2:4][CH:5]1[CH2:14][CH2:13][C:12]2[C:7](=[CH:8][CH:9]=[C:10]([OH:16])[C:11]=2[OH:15])[C:6]1=[O:17]>O.[Pt](=O)=O>[BrH:3].[NH2:4][CH:5]1[CH2:14][CH2:13][C:12]2[C:7](=[CH:8][CH:9]=[C:10]([OH:16])[C:11]=2[OH:15])[CH:6]1[OH:17] |f:1.2,5.6|. The product is Br.NC1C(C2=CC=C(C(=C2CC1)O)O)O (2-amino-1,5,6-trihydroxy-1,2,3,4-tetrahydronaphthalene hydrobromide). Procedure: In 5 volume parts of water is dissolved 0.200 part of 3,4-dihydro-2-amino-5,6-dihydroxy-1(2H)-naphthalenone hydrobromide and, using 0.050 part of platinum dioxide, the catalytic reduction is carried out in a current of hydrogen gas until a substantially stoichiometric amount of hydrogen gas is absorbed. The catalyst in the reaction mixture is filtered off and to the filtrate is added a mixture of ethyl ether, methanol and water. The procedure gives white prisms of 2-amino-1,5,6-trihydroxy-1,2,3,... Starting materials: BrC1=C(C=C(C=C1)OCOCC[Si](C)(C)C)CCO (2-[2-Bromo-5-(2-trimethylsilanyl-ethoxymethoxy)-phenyl]-ethanol), [OH-].[K+] (potassium hydroxide), IC (Iodomethane). Run in O (water), CS(=O)C (DMSO). Conditions: time 16 hour. Yields the product BrC1=C(C=C(OCOCC[Si](C)(C)C)C=C1)CCOC ({2-[4-bromo-3-(2-methoxy-ethyl)-phenoxymethoxy]-ethyl}-trimethyl-silane). Yield: 59.0%. As a reaction SMILES: [Br:1][C:2]1[CH:7]=[CH:6][C:5]([O:8][CH2:9][O:10][CH2:11][CH2:12][Si:13]([CH3:16])([CH3:15])[CH3:14])=[CH:4][C:3]=1[CH2:17][CH2:18][OH:19].[OH-].[K+].I[CH3:23]>CS(C)=O.O>[Br:1][C:2]1[CH:7]=[CH:6][C:5]([O:8][CH2:9][O:10][CH2:11][CH2:12][Si:13]([CH3:14])([CH3:16])[CH3:15])=[CH:4][C:3]=1[CH2:17][CH2:18][O:19][CH3:23] |f:1.2|. Reported procedure: 2-[2-Bromo-5-(2-trimethylsilanyl-ethoxymethoxy)-phenyl]-ethanol (1.9 g, 6.0 mmol) was added to a solution of potassium hydroxide (1.35 g, 24 mmol) in DMSO (16 mL). Iodomethane (1.12 mL, 18 mmol) was added, and the solution stirred for 16 h. The reaction was diluted with water (50 mL) and extracted with ether (2×40 mL). Organics were washed with brine (40 mL), dried (Na2SO4) and concentrated in vacuo. Purification by silica gel chromatography (10% ether/hexanes) gave 1.28 g of {2-[4-bromo-3-(2-me... Starting materials: FC1=CC=C(COCC2=CC=CC(=N2)N)C=C1 (6-(4-fluoro-benzyloxymethyl)-pyridin-2-ylamine), ClC1=C(C=C(C=C1)S(=O)(=O)Cl)C(F)(F)F (4-chloro-3-(trifluoromethyl)-benzenesulfonyl chloride). Yields the product ClC1=C(C=C(C=C1)S(=O)(=O)NC1=NC(=CC=C1)COCC1=CC=C(C=C1)F)C(F)(F)F (4-Chloro-N-[6-(4-fluoro-benzyloxymethyl)-pyridin-2-yl]-3-trifluoromethyl-benzenesulfonamide). Reaction SMILES: [F:1][C:2]1[CH:17]=[CH:16][C:5]([CH2:6][O:7][CH2:8][C:9]2[N:14]=[C:13]([NH2:15])[CH:12]=[CH:11][CH:10]=2)=[CH:4][CH:3]=1.[Cl:18][C:19]1[CH:24]=[CH:23][C:22]([S:25](Cl)(=[O:27])=[O:26])=[CH:21][C:20]=1[C:29]([F:32])([F:31])[F:30]>>[Cl:18][C:19]1[CH:24]=[CH:23][C:22]([S:25]([NH:15][C:13]2[CH:12]=[CH:11][CH:10]=[C:9]([CH2:8][O:7][CH2:6][C:5]3[CH:4]=[CH:3][C:2]([F:1])=[CH:17][CH:16]=3)[N:14]=2)(=[O:26])=[O:27])=[CH:21][C:20]=1[C:29]([F:32])([F:30])[F:31]. Procedure details: This material was prepared in analogy to example 1 from 6-(4-fluoro-benzyloxymethyl)-pyridin-2-ylamine (0.058 g) and 4-chloro-3-(trifluoromethyl)-benzenesulfonyl chloride (0.077 g) as a light yellow gum (0.084 g). MS (ESI−): 472.8 ([M−H]−) Starting materials: aqueous solution, N(=O)[O-].[Na+] (sodium nitrite), NC=1C=CC(=C(CNC(OC)=O)C1)Cl (methyl N-[5-amino-2-chlorobenzyl]carbamate), diazonium salt, C(C)(=O)[O-].[Na+] (sodium acetate), C(C)=NO (acetaldoxime). Reagents/catalysts: S(=O)(=O)([O-])[O-].[Cu+2] (copper sulfate). Run in Cl (hydrochloric acid), O.C(C)(=O)OCC.C1(=CC=CC=C1)C (water ethyl acetate toluene). Reaction conditions: time 1 hour. Yields the product ClC1=C(CNC(OC)=O)C=C(C=C1)C(C)=NO (methyl N-[2-chloro-5-(1-hydroxyiminoethyl)benzyl]carbamate). The yield is 21.9%. RXN SMILES: N[C:2]1[CH:3]=[CH:4][C:5]([Cl:14])=[C:6]([CH:13]=1)[CH2:7][NH:8][C:9](=[O:12])[O:10][CH3:11].N([O-])=O.[Na+].C([O-])(=O)C.[Na+].[CH:24](=[N:26][OH:27])[CH3:25]>Cl.S([O-])([O-])(=O)=O.[Cu+2].O.C(OCC)(=O)C.C1(C)C=CC=CC=1>[Cl:14][C:5]1[CH:4]=[CH:3][C:2]([C:24](=[N:26][OH:27])[CH3:25])=[CH:13][C:6]=1[CH2:7][NH:8][C:9](=[O:12])[O:10][CH3:11] |f:1.2,3.4,7.8,9.10.11|. Reported procedure: 10.7 g of methyl N-[5-amino-2-chlorobenzyl]carbamate was dissolved in 33 g of 14% hydrochloric acid, followed by stirring at room temperature for 1 hour. 7 ml of an aqueous solution of 3.8 g of sodium nitrite was dropwise added to the solution with stirring at from 0 to 5° C. The formed diazonium salt was dropwise added to a mixed solvent of water/ethyl acetate/toluene (80 ml/40 ml/40 ml) of 21.7 g of sodium acetate, 2.6 g of copper sulfate and 5.9 g of acetaldoxime with vigorously stirring at f... Reactants: COC(=O)C=1OC(=CC1)C1=CC=C(C=C1)CN(S(=O)(=O)C1=C(C(=C(C=C1C)OC)C)C)C(CC1=CC=CC=C1)C(=O)OC (5-(4-{[(1-Methoxycarbonyl-2-phenyl-ethyl)-(4-methoxy-2,3,6-trimethyl-benzenesulfonyl)-amino]-methyl}-phenyl)-furan-2-carboxylic acid methyl ester), [Li+].[OH-] (LiOH), O (water). The solvent is C1CCOC1.O.CO (THF H2O MeOH). Reaction conditions: time 1 hour. Product: C(=O)(O)C(CC1=CC=CC=C1)N(S(=O)(=O)C1=C(C(=C(C=C1C)OC)C)C)CC1=CC=C(C=C1)C1=CC=C(O1)C(=O)O (5-(4-{[(1-Carboxy-2-phenyl-ethyl)-(4-methoxy-2,3,6-trimethyl-benzenesulfonyl)-amino]-methyl}-phenyl)-furan-2-carboxylic acid). Reaction SMILES: C[O:2][C:3]([C:5]1[O:6][C:7]([C:10]2[CH:15]=[CH:14][C:13]([CH2:16][N:17]([CH:32]([C:40]([O:42]C)=[O:41])[CH2:33][C:34]3[CH:39]=[CH:38][CH:37]=[CH:36][CH:35]=3)[S:18]([C:21]3[C:26]([CH3:27])=[CH:25][C:24]([O:28][CH3:29])=[C:23]([CH3:30])[C:22]=3[CH3:31])(=[O:20])=[O:19])=[CH:12][CH:11]=2)=[CH:8][CH:9]=1)=[O:4].[Li+].[OH-].O>C1COCC1.O.CO>[C:40]([CH:32]([N:17]([CH2:16][C:13]1[CH:14]=[CH:15][C:10]([C:7]2[O:6][C:5]([C:3]([OH:4])=[O:2])=[CH:9][CH:8]=2)=[CH:11][CH:12]=1)[S:18]([C:21]1[C:26]([CH3:27])=[CH:25][C:24]([O:28][CH3:29])=[C:23]([CH3:30])[C:22]=1[CH3:31])(=[O:20])=[O:19])[CH2:33][C:34]1[CH:39]=[CH:38][CH:37]=[CH:36][CH:35]=1)([OH:42])=[O:41] |f:1.2,4.5.6|. Reported procedure: To a stirred solution of 5-(4-{[(1-Methoxycarbonyl-2-phenyl-ethyl)-(4-methoxy-2,3,6-trimethyl-benzenesulfonyl)-amino]-methyl}-phenyl)-furan-2-carboxylic acid methyl ester (16 mg, 0.026 mmol.) in THF:H2O:MeOH (3:1:2) (1 ml.), was added LiOH in water (1N) (0.2 ml. 0.26 mmol.). The reaction mixture was stirred at room temperature during 1 hr. TLC monitored the progress of the reaction. When the reaction was completed, the mixture was concentrated under reduced pressure on a rotary evaporator. The r...